This data is from the Open Reaction Database (ORD), a public repository of structured organic reaction records. The task is: describe an organic reaction: reactants, conditions, products, and yield Starting materials: O=C1N(C(N(C12CCC2)C2=CC=C(C=C2)OC2CCNCC2)=S)C=2C=C(C(=NC2)C#N)C(F)(F)F (5-(8-oxo-5-(4-(piperidin-4-yloxy)phenyl)-6-thioxo-5,7-diazaspiro[3.4]octan-7-yl)-3-(trifluoromethyl)picolinonitrile), BrC(C)C (2-bromopropane), CN(C)C=O (DMF), C([O-])([O-])=O.[Cs+].[Cs+] (cesium carbonate). Solvent: C1CCOC1 (THF). Conditions: temperature 70 celsius. Product: C(C)(C)N1CCC(CC1)OC1=CC=C(C=C1)N1C2(CCC2)C(N(C1=S)C=1C=C(C(=NC1)C#N)C(F)(F)F)=O (5-(5-(4-((1-isopropylpiperidin-4-yl)oxy)phenyl)-8-oxo-6-thioxo-5,7-diazaspiro[3.4]octan-7-yl)-3-(trifluoromethyl)picolinonitrile). The yield is 9.2%. RXN SMILES: [O:1]=[C:2]1[C:6]2([CH2:9][CH2:8][CH2:7]2)[N:5]([C:10]2[CH:15]=[CH:14][C:13]([O:16][CH:17]3[CH2:22][CH2:21][NH:20][CH2:19][CH2:18]3)=[CH:12][CH:11]=2)[C:4](=[S:23])[N:3]1[C:24]1[CH:25]=[C:26]([C:32]([F:35])([F:34])[F:33])[C:27]([C:30]#[N:31])=[N:28][CH:29]=1.Br[CH:37]([CH3:39])[CH3:38].C(=O)([O-])[O-].[Cs+].[Cs+].CN(C=O)C>C1COCC1>[CH:37]([N:20]1[CH2:21][CH2:22][CH:17]([O:16][C:13]2[CH:14]=[CH:15][C:10]([N:5]3[C:4](=[S:23])[N:3]([C:24]4[CH:25]=[C:26]([C:32]([F:34])([F:33])[F:35])[C:27]([C:30]#[N:31])=[N:28][CH:29]=4)[C:2](=[O:1])[C:6]43[CH2:9][CH2:8][CH2:7]4)=[CH:11][CH:12]=2)[CH2:18][CH2:19]1)([CH3:39])[CH3:38] |f:2.3.4|. Procedure: To a solution of 5-(8-oxo-5-(4-(piperidin-4-yloxy)phenyl)-6-thioxo-5,7-diazaspiro[3.4]octan-7-yl)-3-(trifluoromethyl)picolinonitrile (50 mg, 0.10 mmol) in anhydrous THF (1 mL) was added 2-bromopropane (20 μL, 0.20 mmol) followed by cesium carbonate (100 mg, 0.30 mmol). The reaction mixture was heated at 70° C. overnight. DMF (1 mL) was added to improve solubility and the reaction was heated at 85° C. for 3 h. The mixture was cooled to room temperature and partitioned between water and EtOAc. The...